Dataset: the Open Reaction Database (ORD), a public repository of structured organic reaction records. Task: describe an organic reaction: reactants, conditions, products, and yield The reactants are C(C(C)C)(=O)CC(=O)OC (methyl isobutyrylacetate), solution, C[O-].[Na+] (sodium methoxide), CO (methanol), ClC1=NC=CC(=C1C(=NO)Cl)Cl (2,4-dichloro-N-hydroxy-3-pyridinecarboximidoyl chloride). Solvent: C1CCOC1 (THF), C1CCOC1 (THF). Run at time 8 hour. Yields the product ClC1=NC=CC(=C1C1=NOC(=C1C(=O)OC)C(C)C)Cl (methyl 3-(2,4-dichloro-3-pyridinyl)-5-(1-methylethyl)-4-isoxazolecarboxylate). Yield: 60.2%. Reaction SMILES: [C:1]([CH2:6][C:7]([O:9][CH3:10])=[O:8])(=[O:5])[CH:2]([CH3:4])[CH3:3].C[O-].[Na+].CO.[Cl:16][C:17]1[C:22]([C:23](Cl)=[N:24]O)=[C:21]([Cl:27])[CH:20]=[CH:19][N:18]=1>C1COCC1>[Cl:16][C:17]1[C:22]([C:23]2[C:6]([C:7]([O:9][CH3:10])=[O:8])=[C:1]([CH:2]([CH3:4])[CH3:3])[O:5][N:24]=2)=[C:21]([Cl:27])[CH:20]=[CH:19][N:18]=1 |f:1.2|. Procedure details: A solution of methyl isobutyrylacetate (1.37 mL, 10.2 mmol) in THF (2.1 mL) was stirred at 0° C. as a 0.5 N solution of sodium methoxide in methanol (20.3 mL, 10.2 mmol) was added. A solution of 2,4-dichloro-N-hydroxy-3-pyridinecarboximidoyl chloride (1.94 g, 8.64 mmol) in THF (19 mL) was added and the resulting solution was allowed to warm to room temperature and stir overnight. The mixture was concentrated and the residue partitioned between ethyl acetate and brine. The organic layer was dried...